describe an organic reaction: reactants, conditions, products, and yield From a dataset of the Open Reaction Database (ORD), a public repository of structured organic reaction records. The reactants are NC1=CC=C(C=2C(C(OC21)(C)C)=S)Cl (7-amino-4-chloro-2,3-dihydro-2,2-dimethylbenzofuran-3-thione), ClC(=O)OC(Cl)(Cl)Cl (trichloromethyl chloroformate). Run in C1(=CC=CC=C1)C (toluene). The product is ClC1=CC=C(C2=C1C(C(O2)(C)C)=S)N=C=O (4-chloro-2,3-dihydro-2,2-dimethyl-3-thioxobenzofuran-7-yl isocyanate). RXN SMILES: [NH2:1][C:2]1[C:10]2[O:9][C:8]([CH3:12])([CH3:11])[C:7](=[S:13])[C:6]=2[C:5]([Cl:14])=[CH:4][CH:3]=1.Cl[C:16](OC(Cl)(Cl)Cl)=[O:17]>C1(C)C=CC=CC=1>[Cl:14][C:5]1[C:6]2[C:7](=[S:13])[C:8]([CH3:11])([CH3:12])[O:9][C:10]=2[C:2]([N:1]=[C:16]=[O:17])=[CH:3][CH:4]=1. Procedure: By the method of Example 1, Step F, 2.51 g (0.011 mole) of 7-amino-4-chloro-2,3-dihydro-2,2-dimethylbenzofuran-3-thione is reacted with 2.18 g (0.011 mole) of trichloromethyl chloroformate in 65 mL of toluene, yielding 4-chloro-2,3-dihydro-2,2-dimethyl-3-thioxobenzofuran-7-yl isocyanate.